Dataset: the Open Reaction Database (ORD), a public repository of structured organic reaction records. Task: describe an organic reaction: reactants, conditions, products, and yield Reactants: C(C)(=O)C1=CC=C(C(=N1)Cl)N (6-acetyl-3-amino-2-chloropyridine), BrBr (bromine). Run in C(C)(=O)O (acetic acid). Run at time 30 minute. Product: C(C)(=O)C1=CC(=C(C(=N1)Cl)N)Br (6-Acetyl-3-amino-4-bromo-2-chloropyridine). RXN SMILES: [C:1]([C:4]1[N:9]=[C:8]([Cl:10])[C:7]([NH2:11])=[CH:6][CH:5]=1)(=[O:3])[CH3:2].[Br:12]Br>C(O)(=O)C>[C:1]([C:4]1[N:9]=[C:8]([Cl:10])[C:7]([NH2:11])=[C:6]([Br:12])[CH:5]=1)(=[O:3])[CH3:2]. Reported procedure: 15 g (88 mmol) of 6-acetyl-3-amino-2-chloropyridine are suspended in 88 ml of glacial acetic acid and 4.5 ml (88 mmol) of bromine are added dropwise. The mixture is subsequently stirred at room temperature for a further 30 minutes and then filtered off with suction and the filter cake is partitioned between NaHCO3 solution and CHCl3. The organic phase is separated off, dried with Na2SO4 and evaporated.